This data is from the Open Reaction Database (ORD), a public repository of structured organic reaction records. The task is: describe an organic reaction: reactants, conditions, products, and yield Starting materials: FC(C(=O)O)(F)F (Trifluoroacetic acid), BrC1=C(C=CC=C1)C(CC1=CC=CC=C1)O (1-(2-bromophenyl)-2-phenylethan-1-ol), C(C)[SiH](CC)CC (triethylsilane). Run at time 22 hour. Yields the product BrC1=C(C=CC=C1)CCC1=CC=CC=C1 (1-(2-bromophenyl)-2-phenylethane). Isolated yield 51.6%. Reaction SMILES: FC(F)(F)C(O)=O.[Br:8][C:9]1[CH:14]=[CH:13][CH:12]=[CH:11][C:10]=1[CH:15](O)[CH2:16][C:17]1[CH:22]=[CH:21][CH:20]=[CH:19][CH:18]=1.C([SiH](CC)CC)C>>[Br:8][C:9]1[CH:14]=[CH:13][CH:12]=[CH:11][C:10]=1[CH2:15][CH2:16][C:17]1[CH:18]=[CH:19][CH:20]=[CH:21][CH:22]=1. Reported procedure: Trifluoroacetic acid (46 ml) was added in one portion to a stirred mixture of 1-(2-bromophenyl)-2-phenylethan-1-ol (16.51 g, prepared as described in Example 3) and triethylsilane (13.80 g). The resulting mixture was stirred at room temperature for about 22 hours, then the excess trifluoroacetic acid was removed under reduced pressure. The residue was dissolved in ether and washed successively with water, aqueous sodium bicarbonate (×3) and water (×2), then dried, concentrated under reduced pres... The reactants are O=C1CCCc2c(F)cccc21, [K+], O=[N+]([O-])[O-], O, O=S(=O)(O)O. Yields the product O=C1CCCc2c(F)ccc([N+](=O)[O-])c21. Reaction SMILES: [F:1][c:2]1[c:3]2[c:8]([cH:9][cH:10][cH:11]1)[C:7](=[O:12])[CH2:6][CH2:5][CH2:4]2.[K+:13].[O-:14][N+:15]([O-:16])=[O:17].[OH2:18].[S:19](=[O:20])(=[O:21])([OH:22])[OH:23]>>[F:1][c:2]1[c:3]2[c:8]([c:9]([N+:15](=[O:14])[O-:16])[cH:10][cH:11]1)[C:7](=[O:12])[CH2:6][CH2:5][CH2:4]2. The reactants are OC1(CC[C@@H](N1C(=O)OCC=C)C(=O)OCC)C ((R)-1-Allyl 2-ethyl 5-hydroxy-5-methylpyrrolidine-1,2-dicarboxylate). Run in FC(C(=O)O)(F)F (trifluoroacetic acid). Reaction conditions: temperature 0 celsius, time 2 hour. The product is C(C=C)OC(=O)N1[C@H](CCC1C)C(=O)O ((R)-1-(allyloxycarbonyl)-5-methylpyrrolidine-2-carboxylic acid). Reaction SMILES: O[C:2]1([CH3:18])[N:6]([C:7]([O:9][CH2:10][CH:11]=[CH2:12])=[O:8])[C@@H:5]([C:13]([O:15]CC)=[O:14])[CH2:4][CH2:3]1>FC(F)(F)C(O)=O>[CH2:10]([O:9][C:7]([N:6]1[CH:2]([CH3:18])[CH2:3][CH2:4][C@@H:5]1[C:13]([OH:15])=[O:14])=[O:8])[CH:11]=[CH2:12]. Procedure: (R)-1-Allyl 2-ethyl 5-hydroxy-5-methylpyrrolidine-1,2-dicarboxylate (3.0g, 12 mmol) was dissolved in trifluoroacetic acid (20 mL) and cooled to 0° C. before borane-pyridine complex (2.9 mL, 23 mmol) was added. The reaction mixture was heated to 90° C. for 3 h, then concentrated in vacuo and NaOH—about 5N (30 mL) was added. The mixture was stirred for 2 h at 60° C., then cooled, washed with EtOAc (30 mL) and acidified to ˜pH 5 with conc HCl. The mixture was extracted into dichloromethane, which w... The reactants are CCc1cc2c(=O)n(CC(=O)c3ccc(OC)cc3)c(=O)n(Cc3ccc(-c4ccccc4-c4noc(=O)[nH]4)cc3)c2s1, CCO, ClC(Cl)Cl, Cl, Cl, NOCc1ccccc1, O, c1ccncc1. Product: CCc1cc2c(=O)n(CC(=NOCc3ccccc3)c3ccc(OC)cc3)c(=O)n(Cc3ccc(-c4ccccc4-c4noc(=O)[nH]4)cc3)c2s1. RXN SMILES: [CH2:1]([CH3:2])[c:3]1[cH:4][c:5]2[c:6]([n:7]([CH2:24][c:25]3[cH:26][cH:27][c:28](-[c:31]4[c:32](-[c:37]5[n:38][o:39][c:40](=[O:42])[nH:41]5)[cH:33][cH:34][cH:35][cH:36]4)[cH:29][cH:30]3)[c:8](=[O:23])[n:9]([CH2:12][C:13](=[O:14])[c:15]3[cH:16][cH:17][c:18]([O:21][CH3:22])[cH:19][cH:20]3)[c:10]2=[O:11])[s:43]1.[CH3:66][CH2:67][OH:68].[CH:62]([Cl:63])([Cl:64])[Cl:65].[ClH:44].[ClH:60].[NH2:45][O:46][CH2:47][c:48]1[cH:49][cH:50][cH:51][cH:52][cH:53]1.[OH2:61].[cH:54]1[cH:55][cH:56][n:57][cH:58][cH:59]1>>[CH2:1]([CH3:2])[c:3]1[cH:4][c:5]2[c:6]([n:7]([CH2:24][c:25]3[cH:26][cH:27][c:28](-[c:31]4[c:32](-[c:37]5[n:38][o:39][c:40](=[O:42])[nH:41]5)[cH:33][cH:34][cH:35][cH:36]4)[cH:29][cH:30]3)[c:8](=[O:23])[n:9]([CH2:12][C:13]([c:15]3[cH:16][cH:17][c:18]([O:21][CH3:22])[cH:19][cH:20]3)=[N:45][O:46][CH2:47][c:48]3[cH:49][cH:50][cH:51][cH:52][cH:53]3)[c:10]2=[O:11])[s:43]1. Starting materials: CC(=O)OC(C)=O, O=CO, CCOC(=O)C(=NOCCBr)c1csc(N)n1, O. Yields the product CCOC(=O)C(=NOCCBr)c1csc(NC=O)n1. Reaction SMILES: [CH3:1][C:2](=[O:3])[O:4][C:5](=[O:6])[CH3:7].[CH:8]([OH:9])=[O:10].[NH2:11][c:12]1[s:13][cH:14][c:15]([C:17]([C:18](=[O:19])[O:20][CH2:21][CH3:22])=[N:23][O:24][CH2:25][CH2:26][Br:27])[n:16]1.[OH2:28]>>[CH:2](=[O:3])[NH:11][c:12]1[s:13][cH:14][c:15]([C:17]([C:18](=[O:19])[O:20][CH2:21][CH3:22])=[N:23][O:24][CH2:25][CH2:26][Br:27])[n:16]1. The reactants are OC1=CC(OC2=CC=CC=C12)=O (4-hydroxycoumarin), BrCC(=O)C1=CC=CC=C1 (2-bromoacetophenone), C([O-])([O-])=O.[K+].[K+] (potassium carbonate), ice water. The solvent is CC(=O)C (acetone). Product: O=C(COC1=CC(OC2=C1C=CC=C2)=O)C2=CC=CC=C2 (4-(2-Oxo-2-phenylethoxy)-2H-1-benzopyran-2-one). The yield is 62.8%. Reaction SMILES: [OH:1][C:2]1[C:11]2[C:6](=[CH:7][CH:8]=[CH:9][CH:10]=2)[O:5][C:4](=[O:12])[CH:3]=1.Br[CH2:14][C:15]([C:17]1[CH:22]=[CH:21][CH:20]=[CH:19][CH:18]=1)=[O:16].C(=O)([O-])[O-].[K+].[K+]>CC(C)=O>[O:16]=[C:15]([C:17]1[CH:22]=[CH:21][CH:20]=[CH:19][CH:18]=1)[CH2:14][O:1][C:2]1[C:11]2[CH:10]=[CH:9][CH:8]=[CH:7][C:6]=2[O:5][C:4](=[O:12])[CH:3]=1 |f:2.3.4|. Procedure details: To a solution of 4-hydroxycoumarin (1.62 g, 10 mmol) in acetone (60 ml) were added 2-bromoacetophenone (1.99 g, 10 mmol) and potassium carbonate (5.53 g, 40 mmol). The mixture was refluxed for 3 h. (monitored by TLC). Evaporation of the solvent gave a residue which was poured into ice water (50 ml). The resulting solid was collected and crystallized from ethyl acetate to afford 4-(2-Oxo-2-phenylethoxy)-2H-1-benzopyran-2-one (2a) (1.76 g, 62.9%) as a needle crystal. mp: 183°-184° C.; IR(KBr) νmax... Starting materials: O[C@@H]1CN(CC[C@]1(C1=CC=CC=C1)O)C(=O)OC(C)(C)C (tert-butyl (3R,4R)-3,4-dihydroxy-4-phenylpiperidine-1-carboxylate). Reagents/catalysts: [Ni] (Raney nickel). Run in C(C)O (ethanol). Product: O[C@@H]1CN(CC[C@H]1C1=CC=CC=C1)C(=O)OC(C)(C)C (tert-Butyl (3S,4S)-3-hydroxy-4-phenylpiperidine-1-carboxylate). Yield: 92.6%. Reaction SMILES: [OH:1][C@H:2]1[C@:7](O)([C:8]2[CH:13]=[CH:12][CH:11]=[CH:10][CH:9]=2)[CH2:6][CH2:5][N:4]([C:15]([O:17][C:18]([CH3:21])([CH3:20])[CH3:19])=[O:16])[CH2:3]1>C(O)C.[Ni]>[OH:1][C@H:2]1[C@H:7]([C:8]2[CH:13]=[CH:12][CH:11]=[CH:10][CH:9]=2)[CH2:6][CH2:5][N:4]([C:15]([O:17][C:18]([CH3:21])([CH3:20])[CH3:19])=[O:16])[CH2:3]1. Procedure details: To a solution of tert-butyl (3R,4R)-3,4-dihydroxy-4-phenylpiperidine-1-carboxylate (120 g) in ethanol (4.3 L) was added Raney nickel (240 g), and the mixture was refluxed for 48 hours with bubbling of hydrogen gas. The reaction solution was cooled, and filtered on celite, and the filtrate was concentrated under reduced pressure. The obtained residue was purified by silica gel column chromatography (hexane/ethyl acetate=2/1) to give the title compound (105.1 g, 99.4% ee).